Task: describe an organic reaction: reactants, conditions, products, and yield. Dataset: the Open Reaction Database (ORD), a public repository of structured organic reaction records Product: 33, C(C)(C)NC(NC(OC)=NC(=O)OC)=O (methyl 4-isopropyl-N-methoxycarbonylallophanimidate). Reported procedure: A solution of 23 parts of methyl N-(1-amino-1-methoxymethylene)-carbamate, 16 parts of isopropyl isocyanate 60 parts of methylene chloride, and a catalytic amount of dimethylformamide and triethylamine is allowed to stand at room temperature for 3 days. The solvent is evaporated to afford 33 parts of crude methyl 4-isopropyl-N-methoxycarbonylallophanimidate, an oil, ND25 1.4823. RXN SMILES: [NH2:1][C:2](=[N:5][C:6](=[O:9])[O:7][CH3:8])[O:3][CH3:4].[CH:10]([N:13]=[C:14]=[O:15])([CH3:12])[CH3:11].C(Cl)Cl.CN(C)C=O>C(N(CC)CC)C>[CH:10]([NH:13][C:14](=[O:15])[NH:1][C:2](=[N:5][C:6]([O:7][CH3:8])=[O:9])[O:3][CH3:4])([CH3:12])[CH3:11]. The reactants are C(Cl)Cl (methylene chloride), C(C)(C)N=C=O (isopropyl isocyanate), 23, NC(OC)=NC(OC)=O (methyl N-(1-amino-1-methoxymethylene)-carbamate), CN(C=O)C (dimethylformamide). Conditions: time 3 day. Solvent: C(C)N(CC)CC (triethylamine). The reactants are Alcohol, C1=CC(=C[N+](=C1)[C@H]2[C@@H]([C@@H]([C@H](O2)COP(=O)(O)OP(=O)(O)OC[C@@H]3[C@H]([C@H]([C@@H](O3)N4C=NC5=C4N=CN=C5N)O)O)O)O)C(=O)N (NAD+), alcohol, NCC(=O)O.[OH-].[K+] (Glycine KOH), [O-]S(=O)(=O)[O-].[Mg+2] (MgSO4). Run at temperature 45 celsius, time 4 minute. Yields the product C=1N=C(C2=C(N1)N(C=N2)[C@H]3[C@@H]([C@@H]([C@H](O3)COP(=O)(O)OP(=O)(O)OC[C@@H]4[C@H]([C@H]([C@@H](O4)N5C=CCC(=C5)C(=O)N)O)O)O)O)N (NADH). RXN SMILES: NCC(O)=O.[OH-].[K+].[O-]S([O-])(=O)=O.[Mg+2].[CH:14]1[CH:19]=[N+:18]([C@@H:20]2[O:24][C@H:23]([CH2:25][O:26][P:27]([O:30][P:31]([O:34][CH2:35][C@H:36]3[O:40][C@@H:39]([N:41]4[C:45]5[N:46]=[CH:47][N:48]=[C:49]([NH2:50])[C:44]=5[N:43]=[CH:42]4)[C@H:38]([OH:51])[C@@H:37]3[OH:52])([OH:33])=[O:32])([OH:29])=[O:28])[C@@H:22]([OH:53])[C@H:21]2[OH:54])[CH:17]=[C:16]([C:55]([NH2:57])=[O:56])[CH:15]=1>>[CH:47]1[N:48]=[C:49]([NH2:50])[C:44]2[N:43]=[CH:42][N:41]([C@@H:39]3[O:40][C@H:36]([CH2:35][O:34][P:31]([O:30][P:27]([O:26][CH2:25][C@H:23]4[O:24][C@@H:20]([N:18]5[CH:17]=[C:16]([C:55]([NH2:57])=[O:56])[CH2:15][CH:14]=[CH:19]5)[C@H:21]([OH:54])[C@@H:22]4[OH:53])([OH:29])=[O:28])([OH:33])=[O:32])[C@@H:37]([OH:52])[C@H:38]3[OH:51])[C:45]=2[N:46]=1 |f:0.1.2,3.4|. Procedure details: Alcohol dehydrogenase activities were measured spectrophotometrically essentially as described previously (Hektor, Kloosterman et al. (2002) Chem 277(49): 46966-46973) and the reaction mixture contained: 100 mM Glycine-KOH pH 9.5 (unless otherwise stated), 5 mM MgSO4, 0.5 mM NAD+ and 500 mM alcohol (methanol, ethanol, propanol, 1,3-propanediol, or butanol). NAD+ was substituted with equal concentrations of NADP+, FMN+, and FAD+, when indicated. The reaction mixture for measurements of formaldehy... Starting materials: [BH4-], CC(C)CCCCCCCCCCCC(=O)CC(=O)OCc1ccccc1, CCOC(C)=O, CC(C)O, Cl, [Na+]. The product is CC(C)CCCCCCCCCCCC(O)CC(=O)OCc1ccccc1. RXN SMILES: [BH4-:28].[CH3:1][CH:2]([CH2:3][CH2:4][CH2:5][CH2:6][CH2:7][CH2:8][CH2:9][CH2:10][CH2:11][CH2:12][CH2:13][C:14]([CH2:15][C:16](=[O:17])[O:18][CH2:19][c:20]1[cH:21][cH:22][cH:23][cH:24][cH:25]1)=[O:26])[CH3:27].[CH3:30][CH2:31][O:32][C:33](=[O:34])[CH3:35].[CH3:37][CH:38]([OH:39])[CH3:40].[ClH:36].[Na+:29]>>[CH3:1][CH:2]([CH2:3][CH2:4][CH2:5][CH2:6][CH2:7][CH2:8][CH2:9][CH2:10][CH2:11][CH2:12][CH2:13][CH:14]([CH2:15][C:16](=[O:17])[O:18][CH2:19][c:20]1[cH:21][cH:22][cH:23][cH:24][cH:25]1)[OH:26])[CH3:27]. The reactants are C(C)(C)(C)OO (t-Butyl hydrogen peroxide), solution, ClC1=C(C=CC(=C1Cl)SCC)NC([C@@](C(F)(F)F)(C)O)=O ((R)-N-[2,3-dichloro-4-ethylsulphanylphenyl]-2-hydroxy-2-methyl-3,3,3-trifluoropropanamide), d-10-camphorsulphonic acid. Solvent: CCCCCCCCCC (decane), C(Cl)(Cl)Cl (chloroform). Conditions: time 18 hour. The product is ClC1=C(C=CC(=C1Cl)S(=O)CC)NC([C@@](C(F)(F)F)(C)O)=O ((R)-N-(2,3-Dichloro-4-ethylsulphinylphenyl)-2-hydroxy-2-methyl-3,3,3-trifluoropropanamide). RXN SMILES: C([O:5]O)(C)(C)C.[Cl:7][C:8]1[C:13]([Cl:14])=[C:12]([S:15][CH2:16][CH3:17])[CH:11]=[CH:10][C:9]=1[NH:18][C:19](=[O:27])[C@:20]([OH:26])([CH3:25])[C:21]([F:24])([F:23])[F:22]>CCCCCCCCCC.C(Cl)(Cl)Cl>[Cl:7][C:8]1[C:13]([Cl:14])=[C:12]([S:15]([CH2:16][CH3:17])=[O:5])[CH:11]=[CH:10][C:9]=1[NH:18][C:19](=[O:27])[C@:20]([OH:26])([CH3:25])[C:21]([F:22])([F:23])[F:24]. Procedure: t-Butyl hydrogen peroxide (2.4 ml of a 5.5M solution in decane) was added to a solution of (R)-N-[2,3-dichloro-4-ethylsulphanylphenyl]-2-hydroxy-2-methyl-3,3,3-trifluoropropanamide Method 1) (0.23 g) and d-10-camphorsulphonic acid (0.018 g) in chloroform (10 ml) and the mixture was stirred for 18 hours. Volatile material was removed by evaporation and the residue was purified by chromatography on a silica gel Mega Bond Elut column eluting with 0-50% EtOAc/isohexane to give the title compound (0.... Reactants: O=C1C=CCC1, CCOC(=O)CC(=O)OCC, CC(C)(C)O. Yields the product CCOC(=O)C(C(=O)OCC)C1CCC(=O)C1. RXN SMILES: [C:1]1(=[O:6])[CH:2]=[CH:3][CH2:4][CH2:5]1.[C:7]([CH2:8][C:9](=[O:10])[O:11][CH2:12][CH3:13])(=[O:14])[O:15][CH2:16][CH3:17].[CH3:18][C:19]([OH:20])([CH3:21])[CH3:22]>>[C:1]1(=[O:6])[CH2:2][CH:3]([CH:8]([C:7](=[O:14])[O:15][CH2:16][CH3:17])[C:9](=[O:10])[O:11][CH2:12][CH3:13])[CH2:4][CH2:5]1. Starting materials: BrC1CC(OC2=C(C1=O)C=CC=C2)C2=CC=CC=C2 (4-bromo-2-phenyl-2,3,4,5-tetrahydro-1-benzoxepin-5-one), CN1CCNCC1 (N-methylpiperazine). Run in C1=CC=CC=C1 (benzene). The product is CN1CCN(CC1)C1CC(OC2=C(C1=O)C=CC=C2)C2=CC=CC=C2 (4-(4-methylpiperazinyl)-2-phenyl-2,3,4,5-tetrahydro-1-benzoxepin-5-one). Isolated yield 55.1%. As a reaction SMILES: Br[CH:2]1[C:8](=[O:9])[C:7]2[CH:10]=[CH:11][CH:12]=[CH:13][C:6]=2[O:5][CH:4]([C:14]2[CH:19]=[CH:18][CH:17]=[CH:16][CH:15]=2)[CH2:3]1.[CH3:20][N:21]1[CH2:26][CH2:25][NH:24][CH2:23][CH2:22]1>C1C=CC=CC=1>[CH3:20][N:21]1[CH2:26][CH2:25][N:24]([CH:2]2[C:8](=[O:9])[C:7]3[CH:10]=[CH:11][CH:12]=[CH:13][C:6]=3[O:5][CH:4]([C:14]3[CH:19]=[CH:18][CH:17]=[CH:16][CH:15]=3)[CH2:3]2)[CH2:23][CH2:22]1. Procedure details: 970 mg (3.1 m moles) of 4-bromo-2-phenyl-2,3,4,5-tetrahydro-1-benzoxepin-5-one (compound R14 of Reference Example 14) was dissolved in 100 ml of benzene, 3.1 g (10 equivalent amount) of N-methylpiperazine was added to the solution, and the whole was heated to reflux for 7 hours. After distilling off the solvent, water was added to the residue, and the mixture was extracted with methylene chloride. The organic phase was washed with water and dried with anhydrous magnesium sulfate. After filtratin... The reactants are C[Si](C)(C)[N-][Si](C)(C)C.[Li+] (lithium bis(trimethylsilyl)amide), NC1=CC=C(C=C1)C(=O)N1CCOCC1 ((4-aminophenyl)(morpholino)methanone), ClC1=C(C(=O)O)C=CC(=N1)Cl (2,6-dichloronicotinic acid). Run in C1CCOC1 (THF), C1CCOC1 (THF). Conditions: temperature -78 celsius, time 1 hour. The product is ClC1=NC(=C(C(=O)O)C=C1)NC1=CC=C(C=C1)C(=O)N1CCOCC1 (6-chloro-2-(4-(morpholine-4-carbonyl)phenylamino)nicotinic acid). Yield: 87.6%. RXN SMILES: [NH2:1][C:2]1[CH:7]=[CH:6][C:5]([C:8]([N:10]2[CH2:15][CH2:14][O:13][CH2:12][CH2:11]2)=[O:9])=[CH:4][CH:3]=1.C[Si]([N-][Si](C)(C)C)(C)C.[Li+].Cl[C:27]1[N:35]=[C:34]([Cl:36])[CH:33]=[CH:32][C:28]=1[C:29]([OH:31])=[O:30]>C1COCC1>[Cl:36][C:34]1[CH:33]=[CH:32][C:28]([C:29]([OH:31])=[O:30])=[C:27]([NH:1][C:2]2[CH:3]=[CH:4][C:5]([C:8]([N:10]3[CH2:11][CH2:12][O:13][CH2:14][CH2:15]3)=[O:9])=[CH:6][CH:7]=2)[N:35]=1 |f:1.2|. Reported procedure: To a suspension of (4-aminophenyl)(morpholino)methanone (9.02 g, 43.8 mmol) in THF (20 mL) was added lithium bis(trimethylsilyl)amide (66.7 mL, 66.7 mmol, 1M solution in THF) dropwise over 15 min. at −78° C. under nitrogen. The reaction mixture was stirred for one hour at −78° C. To the resulting brown solution was added a solution of 2,6-dichloronicotinic acid (4 g, 20.83 mmol) in THF (12 ml) dropwise at −78° C. The reaction mixture was removed from the dry ice bath and stirred overnight at rt.... Yields the product Cc1c(CC2CCc3cc4ccccc4n3C2=O)ncn1Cc1ccccc1. Reaction SMILES: [CH3:1][c:2]1[c:3]([CH2:7][CH:8]2[CH2:9][CH2:10][c:11]3[n:12]([c:13]4[cH:14][cH:15][cH:16][cH:17][c:18]4[cH:19]3)[C:20]2=[O:21])[n:4][cH:5][nH:6]1.[CH3:32][N:33]([CH3:34])[CH:35]=[O:36].[Cl:24][CH2:25][c:26]1[cH:27][cH:28][cH:29][cH:30][cH:31]1.[H-:22].[Na+:23].[OH2:37]>>[CH3:1][c:2]1[c:3]([CH2:7][CH:8]2[CH2:9][CH2:10][c:11]3[n:12]([c:13]4[cH:14][cH:15][cH:16][cH:17][c:18]4[cH:19]3)[C:20]2=[O:21])[n:4][cH:5][n:6]1[CH2:25][c:26]1[cH:27][cH:28][cH:29][cH:30][cH:31]1. Starting materials: Cc1[nH]cnc1CC1CCc2cc3ccccc3n2C1=O, CN(C)C=O, ClCc1ccccc1, [H-], [Na+], O.